Dataset: the Open Reaction Database (ORD), a public repository of structured organic reaction records. Task: describe an organic reaction: reactants, conditions, products, and yield The reactants are CN(CC(CNCCCOC1=CC=C(CC=2C=C(C=CC2C)[C@@H]2O[C@@H]([C@H]([C@@H]([C@H]2O)O)O)SC)C=C1)(C)C)C ((2S,3R,4R,5S,6R)-2-(3-(4-(3-((3-(dimethylamino)-2,2-dimethylpropyl)amino) propoxy)benzyl)-4-methylphenyl)-6-(methylthio)tetrahydro-2H-pyran-3,4,5-triol), NC1(CCCC1)C(=O)N (1-aminocyclopentanecarboxamide). The product is CC1=C(CC2=CC=C(OCCNC3(CCCC3)C(=O)N)C=C2)C=C(C=C1)[C@@H]1O[C@@H]([C@H]([C@@H]([C@H]1O)O)O)SC (1-((2-(4-(2-methyl-5-((2S,3R,4R,5S,6R)-3,4,5-trihydroxy-6-(methylthio)tetrahydro-2H-pyran-2-yl)benzyl)phenoxy)ethyl)amino)cyclopentanecarboxamide). As a reaction SMILES: CN(C)CC(C)(C)CNC[CH2:8][CH2:9][O:10][C:11]1[CH:35]=[CH:34][C:14]([CH2:15][C:16]2[CH:17]=[C:18]([C@H:23]3[C@H:28]([OH:29])[C@@H:27]([OH:30])[C@H:26]([OH:31])[C@@H:25]([S:32][CH3:33])[O:24]3)[CH:19]=[CH:20][C:21]=2[CH3:22])=[CH:13][CH:12]=1.[NH2:39][C:40]1([C:45]([NH2:47])=[O:46])[CH2:44][CH2:43][CH2:42][CH2:41]1>>[CH3:22][C:21]1[CH:20]=[CH:19][C:18]([C@H:23]2[C@H:28]([OH:29])[C@@H:27]([OH:30])[C@H:26]([OH:31])[C@@H:25]([S:32][CH3:33])[O:24]2)=[CH:17][C:16]=1[CH2:15][C:14]1[CH:13]=[CH:12][C:11]([O:10][CH2:9][CH2:8][NH:39][C:40]2([C:45]([NH2:47])=[O:46])[CH2:44][CH2:43][CH2:42][CH2:41]2)=[CH:35][CH:34]=1. Procedure: The same procedure was employed as for amine 50, using 1-aminocyclopentanecarboxamide, to provide the product 52. 1H NMR (400 MHz, MeOH-d4) δ ppm 7.11-7.21 (m, 3 H), 7.06 (d, J=8.3 Hz, 2 H), 6.85 (m, J=8.6 Hz, 2 H), 4.39 (d, J=9.6 Hz, 1H), 4.12 (d, J=9.3 Hz, 1 H), 4.06 (t, J=4.9 Hz, 2 H), 3.94 (s, 2 H), 3.34-3.54 (m, 3 H), 2.92 (t, J=4.8 Hz, 2 H), 2.20 (s, 3 H), 2.14 (s, 3 H), 2.06-2.13 (m, 2 H), 1.75-1.83 (m, 6 H); MS (ES+) [M+H]+=531.